Dataset: the Open Reaction Database (ORD), a public repository of structured organic reaction records. Task: describe an organic reaction: reactants, conditions, products, and yield The reactants are ClC1=CC(=C(C=C1)CC#N)OC (4-chloro-2-methoxyphenylacetonitrile), [OH-].[K+] (potassium hydroxide), C(CO)O (ethylene glycol). Yields the product ClC1=CC(=C(C=C1)CC(=O)O)OC ((4-Chloro-2-methoxyphenyl)acetic acid). As a reaction SMILES: [Cl:1][C:2]1[CH:7]=[CH:6][C:5](CC#N)=[C:4]([O:11][CH3:12])[CH:3]=1.[OH-:13].[K+].[CH2:15]([OH:18])[CH2:16]O>>[Cl:1][C:2]1[CH:7]=[CH:6][C:5]([CH2:16][C:15]([OH:18])=[O:13])=[C:4]([O:11][CH3:12])[CH:3]=1 |f:1.2|. Procedure details: 141 g of 4-chloro-2-methoxyphenylacetonitrile are reacted with 83.2 g of potassium hydroxide in 280 ml of ethylene glycol. 148 g of solid are obtained (m.p.: 100° C.). Starting materials: COc1ccc(CCl)cc1, COc1cc(NS(=O)(=O)N2CCC2)nc(SCc2cccc(F)c2F)n1, [H-], [I-], [K+], [Na+], CN(C)C=O. The product is COc1ccc(CN(c2cc(OC)nc(SCc3cccc(F)c3F)n2)S(=O)(=O)N2CCC2)cc1. As a reaction SMILES: [CH3:29][O:30][c:31]1[cH:32][cH:33][c:34]([CH2:35][Cl:36])[cH:37][cH:38]1.[F:3][c:4]1[c:5]([CH2:11][S:12][c:13]2[n:14][c:15]([O:27][CH3:28])[cH:16][c:17]([NH:19][S:20](=[O:21])(=[O:22])[N:23]3[CH2:24][CH2:25][CH2:26]3)[n:18]2)[cH:6][cH:7][cH:8][c:9]1[F:10].[H-:1].[I-:40].[K+:39].[Na+:2].[O:41]=[CH:42][N:43]([CH3:44])[CH3:45]>>[F:3][c:4]1[c:5]([CH2:11][S:12][c:13]2[n:14][c:15]([O:27][CH3:28])[cH:16][c:17]([N:19]([S:20](=[O:21])(=[O:22])[N:23]3[CH2:24][CH2:25][CH2:26]3)[CH2:35][c:34]3[cH:33][cH:32][c:31]([O:30][CH3:29])[cH:38][cH:37]3)[n:18]2)[cH:6][cH:7][cH:8][c:9]1[F:10]. Reactants: CO, COC(=O)c1cn(-c2cc(C(F)(F)F)ccn2)cn1, [Na+], [OH-], O. Yields the product O=C(O)c1cn(-c2cc(C(F)(F)F)ccn2)cn1. As a reaction SMILES: [CH3:22][OH:23].[F:1][C:2]([c:3]1[cH:4][c:5](-[n:9]2[cH:10][n:11][c:12]([C:14](=[O:15])[O:16][CH3:17])[cH:13]2)[n:6][cH:7][cH:8]1)([F:18])[F:19].[Na+:21].[OH-:20].[OH2:24]>>[F:1][C:2]([c:3]1[cH:4][c:5](-[n:9]2[cH:10][n:11][c:12]([C:14](=[O:15])[OH:16])[cH:13]2)[n:6][cH:7][cH:8]1)([F:18])[F:19].